Dataset: the Open Reaction Database (ORD), a public repository of structured organic reaction records. Task: describe an organic reaction: reactants, conditions, products, and yield Reactants: CCN(C(C)C)C(C)C (DIPEA), C(C)(C)(C)OC(=O)N1[C@@H]2C[C@@H]2C[C@H]1C(=O)O ((1R,3S,5R)-2-(tert-butoxycarbonyl)-2-azabicyclo[3.1.0]hexane-3-carboxylic acid), BrCC(=O)C1=CC(=CC=C1)Br (2-bromo-1-(3-bromophenyl)ethanone). Run in C(C)#N (acetonitrile). Reaction conditions: time 8 hour. Product: [C@@H]12N([C@@H](C[C@H]2C1)C(=O)OCC(=O)C1=CC(=CC=C1)Br)C(=O)OC(C)(C)C ((1R,3S,5R)-3-(2-(3-bromophenyl)-2-oxoethyl) 2-tert-butyl 2-azabicyclo[3.1.0]hexane-2,3-dicarboxylate). Yield: 99.2%. Reaction SMILES: CCN(C(C)C)C(C)C.[C:10]([O:14][C:15]([N:17]1[C@H:22]([C:23]([OH:25])=[O:24])[CH2:21][C@@H:20]2[C@H:18]1[CH2:19]2)=[O:16])([CH3:13])([CH3:12])[CH3:11].Br[CH2:27][C:28]([C:30]1[CH:35]=[CH:34][CH:33]=[C:32]([Br:36])[CH:31]=1)=[O:29]>C(#N)C>[C@@H:18]12[CH2:19][C@@H:20]1[CH2:21][C@@H:22]([C:23]([O:25][CH2:27][C:28]([C:30]1[CH:35]=[CH:34][CH:33]=[C:32]([Br:36])[CH:31]=1)=[O:29])=[O:24])[N:17]2[C:15]([O:14][C:10]([CH3:13])([CH3:11])[CH3:12])=[O:16]. Procedure: DIPEA (2.79 mL, 16.0 mmol) was added to a stirring slurry of (1R,3S,5R)-2-(tert-butoxycarbonyl)-2-azabicyclo[3.1.0]hexane-3-carboxylic acid (2.00 g, 8.80 mmol) and 2-bromo-1-(3-bromophenyl)ethanone (2.22 g, 8.00 mmol) in acetonitrile (25 mL) (the solution became clear and amber colored) and the reaction mixture was stirred overnight. The reaction was concentrated and purified via BIOTAGE® (80 g SiO2, 10-25% EtOAc/hexanes) to yield (1R,3S,5R)-3-(2-(3-bromophenyl)-2-oxoethyl) 2-tert-butyl 2-azabic... Starting materials: CC(=O)O, CO, NC1COC(C(c2ccccc2)c2ccccc2)CC1O, O=Cc1ccc(O)cc1. Yields the product Oc1ccc(CNC2COC(C(c3ccccc3)c3ccccc3)CC2O)cc1. Reaction SMILES: [CH3:31][C:32](=[O:33])[OH:34].[CH3:35][OH:36].[NH2:1][CH:2]1[CH:3]([OH:21])[CH2:4][CH:5]([CH:8]([c:9]2[cH:10][cH:11][cH:12][cH:13][cH:14]2)[c:15]2[cH:16][cH:17][cH:18][cH:19][cH:20]2)[O:6][CH2:7]1.[OH:22][c:23]1[cH:24][cH:25][c:26]([CH:27]=[O:28])[cH:29][cH:30]1>>[NH:1]([CH:2]1[CH:3]([OH:21])[CH2:4][CH:5]([CH:8]([c:9]2[cH:10][cH:11][cH:12][cH:13][cH:14]2)[c:15]2[cH:16][cH:17][cH:18][cH:19][cH:20]2)[O:6][CH2:7]1)[CH2:27][c:26]1[cH:25][cH:24][c:23]([OH:22])[cH:30][cH:29]1. Starting materials: ClC1=NC=C(C(=N1)Cl)Cl (2,4,5-trichloropyrimidine), N[C@H]1[C@H]([C@@H]2C=C[C@H]1C2)C(=O)N ((+)-(1S,2S,3R,4R)-3-aminobicyclo[2.2.1]hept-5-ene-2-carboxamide), FC(C(=O)O)(F)F (trifluoroacetic acid), C([O-])(O)=O.[Na+] (sodium bicarbonate). The solvent is CO.O (methanol water), O (water), C(C)(=O)OCC (ethyl acetate). Conditions: time 2 day. Product: ClC1=NC=C(C(=N1)N[C@H]1[C@H]([C@@H]2C=C[C@H]1C2)C(=O)N)Cl ((1S,2S,3R,4R)-3-(2-chloro-5-chloropyrimidin-4-ylamino)bicyclo[2.2.1]hept-5-ene-2-carboxamide). RXN SMILES: [NH2:1][C@@H:2]1[C@@H:7]2[CH2:8][C@@H:4]([CH:5]=[CH:6]2)[C@@H:3]1[C:9]([NH2:11])=[O:10].FC(F)(F)C(O)=O.C(=O)(O)[O-].[Na+].[Cl:24][C:25]1[N:30]=[C:29](Cl)[C:28]([Cl:32])=[CH:27][N:26]=1>CO.O.O.C(OCC)(=O)C>[Cl:24][C:25]1[N:30]=[C:29]([NH:1][C@@H:2]2[C@@H:7]3[CH2:8][C@@H:4]([CH:5]=[CH:6]3)[C@@H:3]2[C:9]([NH2:11])=[O:10])[C:28]([Cl:32])=[CH:27][N:26]=1 |f:2.3,5.6|. Procedure details: A light suspension of (+)-(1S,2S,3R,4R)-3-aminobicyclo[2.2.1]hept-5-ene-2-carboxamide, trifluoroacetic acid (3 g, 11.27 mmol) and sodium bicarbonate (1.893 g, 22.54 mmol) in 39 ml of 2:1 methanol/water at room temperature was treated with 2,4,5-trichloropyrimidine (1.550 ml, 13.52 mmol). The resulting mixture was stirred at room temperature for 2 days, diluted with water (20 ml) and ethyl acetate (30 ml); the separated aqueous phase was extracted with ethyl acetate (4×20 ml) and the combined org... Starting materials: CCOC(=O)C=P(c1ccccc1)(c1ccccc1)c1ccccc1, O=Cc1csc(Nc2ccccc2)n1, C1CCOC1, O. Product: CCOC(=O)C=Cc1csc(Nc2ccccc2)n1. Reaction SMILES: [CH2:15]([CH3:16])[O:17][C:18](=[O:19])[CH:20]=[P:21]([c:22]1[cH:23][cH:24][cH:25][cH:26][cH:27]1)([c:28]1[cH:29][cH:30][cH:31][cH:32][cH:33]1)[c:34]1[cH:35][cH:36][cH:37][cH:38][cH:39]1.[NH:1]([c:2]1[cH:3][cH:4][cH:5][cH:6][cH:7]1)[c:8]1[s:9][cH:10][c:11]([CH:13]=[O:14])[n:12]1.[O:40]1[CH2:41][CH2:42][CH2:43][CH2:44]1.[OH2:45]>>[NH:1]([c:2]1[cH:3][cH:4][cH:5][cH:6][cH:7]1)[c:8]1[s:9][cH:10][c:11]([CH:13]=[CH:20][C:18]([O:17][CH2:15][CH3:16])=[O:19])[n:12]1. Starting materials: [OH-].[Na+] (NaOH), COC(C1=CC(=NC(=C1)N(CCC)C)S(=O)(=O)C)=O (2-methanesulfonyl-6-(methylpropylamino)-isonicotinic acid methyl ester), Cl (HCl). Run in CO (methanol). Run at time 3 hour. Yields the product CS(=O)(=O)C=1C=C(C(=O)O)C=C(N1)N(CCC)C (2-Methanesulfonyl-6-(methylpropylamino)-isonicotinic acid). Isolated yield 81.6%. Reaction SMILES: [OH-].[Na+].C[O:4][C:5](=[O:21])[C:6]1[CH:11]=[C:10]([N:12]([CH3:16])[CH2:13][CH2:14][CH3:15])[N:9]=[C:8]([S:17]([CH3:20])(=[O:19])=[O:18])[CH:7]=1.Cl>CO>[CH3:20][S:17]([C:8]1[CH:7]=[C:6]([CH:11]=[C:10]([N:12]([CH3:16])[CH2:13][CH2:14][CH3:15])[N:9]=1)[C:5]([OH:21])=[O:4])(=[O:19])=[O:18] |f:0.1|. Procedure details: Add 2 N NaOH (0.95 mL) to 2-methanesulfonyl-6-(methylpropylamino)-isonicotinic acid methyl ester (0.181 g, 0.63 mmol) in methanol (5 mL). Stir 3 h, acidify to about pH=3 using 1 N HCl, extract into ethyl acetate, wash organic layer with saturated aqueous sodium chloride, dry (magnesium sulfate) and concentrate to give the title compound (0.14 g, 85%). Starting materials: BrC1=CC=C(C=O)C=C1 (4-bromobenzaldehyde), C1=CCCCC1 (cyclohexene), C(C)(=O)[O-].[Na+] (sodium acetate), stock solution. The solvent is CN(C)C=O (DMF). Conditions: temperature 140 celsius, time 8 hour. Yields the product C(=O)C1=CC=C(C=C1)C1=CCCCC1 (4-formylphenylcyclohexene). Yield: 22.0%. As a reaction SMILES: Br[C:2]1[CH:9]=[CH:8][C:5]([CH:6]=[O:7])=[CH:4][CH:3]=1.[CH:10]1[CH2:15][CH2:14][CH2:13][CH2:12][CH:11]=1.C([O-])(=O)C.[Na+]>CN(C=O)C>[CH:6]([C:5]1[CH:8]=[CH:9][C:2]([C:10]2[CH2:15][CH2:14][CH2:13][CH2:12][CH:11]=2)=[CH:3][CH:4]=1)=[O:7] |f:2.3|. Procedure details: 2 ml of the stock solution described in Example 23 are added to 18 ml of DMF. 9.26 g (50 mmols) of 4-bromobenzaldehyde, 5.58 ml (55 mmols) of cyclohexene and 4.52 g (55 mmols) of anhydrous sodium acetate are then added and the reaction mixture is stirred for 8 hours at 140° C. in a pressure tube. After working up as described in Example 1, the crude product is distilled in vacuo. 2.05 g (11.0 mmols) of 4-formylphenylcyclohexene are obtained in the form of a yellow liquid of boiling point 140°-15...